The task is: describe an organic reaction: reactants, conditions, products, and yield. This data is from the Open Reaction Database (ORD), a public repository of structured organic reaction records. The reactants are [N+](=O)([O-])C=1C=C2C(C(=O)OC2=O)=CC1 (4-nitrophthalic anhydride), [H][H] (hydrogen). The reagents and catalysts are [Pd] (palladium-on-charcoal). The solvent is C(C)OCC (ethyl ether), CCOCC ((C2H5)2O). Reaction conditions: temperature 245 celsius. Product: NC=1C=C2C(C(=O)OC2=O)=CC1 (4-aminophthalic anhydride). Yield: 52.7%. RXN SMILES: [N+:1]([C:4]1[CH:5]=[C:6]2[C:11](=[O:12])[O:10][C:8](=[O:9])[C:7]2=[CH:13][CH:14]=1)([O-])=O.[H][H]>C(OCC)C.[Pd]>[NH2:1][C:4]1[CH:5]=[C:6]2[C:11](=[O:12])[O:10][C:8](=[O:9])[C:7]2=[CH:13][CH:14]=1. Reported procedure: In 200 ml of dry ethyl ether, (C2H5)2O, was dissolved 1.93 g of 4-nitrophthalic anhydride (~ 1% solution) to which was added 0.10 g of 5% palladium-on-charcoal and the mixture hydrogenated in a Paar hydrogenator at 39 psi at room temperature, until no more hydrogen was consumed. The catalyst was removed by filtration and the ether removed from the filtrate, maintained at 0° to -5° C, under vacuo, yielding a yellow crystalline solid mixed with non-crystalline viscous mass. When a small sample of ... Procedure details: To 2-(3-bromophenoxy)-N-(cyanomethyl)-4-methylpentanamide (1 g, 3.07 mmoles) in toluene (20 mL) was added 4-(4-{[(triisopropylsilyl)oxy]carbonyl}-1-piperazinyl)phenylboronic acid (1.25g, 3.07 mmoles) followed by solid potassium carbonate (0.85 g, 6.14 mmoles) and finally [1,1′-bis(diphenylphosphino)-ferrocene]dichloropalladium(II), complex with dichloromethane (1:1) (250 mg, 0.31 mmoles). The reaction was stirred overnight at 80° C. and cooled to room temperature prior to taking it up in ethylac... Yields the product C(#N)CNC(=O)C(CC(C)C)OC=1C=C(C=CC1)C1=CC=C(C=C1)N1CCN(CC1)C(=O)O[Si](C(C)C)(C(C)C)C(C)C (triisopropylsilyl 4-[3′-(1-{[(cyanomethyl)amino]carbonyl}-3-methylbutoxy)[1,1′-biphenyl]-4-yl]-1-piperazinecarboxylate). Solvent: C1(=CC=CC=C1)C (toluene), C(C)OC(C)=O (ethylacetate). Reaction conditions: temperature 80 celsius, time 8 hour. As a reaction SMILES: Br[C:2]1[CH:3]=[C:4]([CH:17]=[CH:18][CH:19]=1)[O:5][CH:6]([CH2:13][CH:14]([CH3:16])[CH3:15])[C:7]([NH:9][CH2:10][C:11]#[N:12])=[O:8].[CH:20]([Si:23]([CH:45]([CH3:47])[CH3:46])([CH:42]([CH3:44])[CH3:43])[O:24][C:25]([N:27]1[CH2:32][CH2:31][N:30]([C:33]2[CH:38]=[CH:37][C:36](B(O)O)=[CH:35][CH:34]=2)[CH2:29][CH2:28]1)=[O:26])([CH3:22])[CH3:21].C(=O)([O-])[O-].[K+].[K+].ClCCl>C1(C)C=CC=CC=1.C(OC(=O)C)C.C1C=CC(P(C2C=CC=CC=2)[C-]2C=CC=C2)=CC=1.C1C=CC(P(C2C=CC=CC=2)[C-]2C=CC=C2)=CC=1.Cl[Pd]Cl.[Fe+2]>[C:11]([CH2:10][NH:9][C:7]([CH:6]([O:5][C:4]1[CH:3]=[C:2]([C:36]2[CH:35]=[CH:34][C:33]([N:30]3[CH2:31][CH2:32][N:27]([C:25]([O:24][Si:23]([CH:42]([CH3:44])[CH3:43])([CH:45]([CH3:47])[CH3:46])[CH:20]([CH3:21])[CH3:22])=[O:26])[CH2:28][CH2:29]3)=[CH:38][CH:37]=2)[CH:19]=[CH:18][CH:17]=1)[CH2:13][CH:14]([CH3:16])[CH3:15])=[O:8])#[N:12] |f:2.3.4,8.9.10.11|. Reactants: BrC=1C=C(OC(C(=O)NCC#N)CC(C)C)C=CC1 (2-(3-bromophenoxy)-N-(cyanomethyl)-4-methylpentanamide), C(C)(C)[Si](OC(=O)N1CCN(CC1)C1=CC=C(C=C1)B(O)O)(C(C)C)C(C)C (4-(4-{[(triisopropylsilyl)oxy]carbonyl}-1-piperazinyl)phenylboronic acid), ClCCl (dichloromethane), C([O-])([O-])=O.[K+].[K+] (potassium carbonate). The reagents and catalysts are C1=CC=C(C=C1)P([C-]2C=CC=C2)C3=CC=CC=C3.C1=CC=C(C=C1)P([C-]2C=CC=C2)C3=CC=CC=C3.Cl[Pd]Cl.[Fe+2] ([1,1′-bis(diphenylphosphino)-ferrocene]dichloropalladium(II)). The reactants are CCOC(C)=O, CC(C)n1cnc2c(Nc3cccc(F)c3)nc(Cl)nc21, NCCO. The product is CC(C)n1cnc2c(Nc3cccc(F)c3)nc(NCCO)nc21. As a reaction SMILES: [CH3:26][CH2:27][O:28][C:29](=[O:30])[CH3:31].[Cl:1][c:2]1[n:3][c:4]([NH:14][c:15]2[cH:16][c:17]([F:21])[cH:18][cH:19][cH:20]2)[c:5]2[n:6][cH:7][n:8]([CH:11]([CH3:12])[CH3:13])[c:9]2[n:10]1.[NH2:22][CH2:23][CH2:24][OH:25]>>[c:2]1([NH:22][CH2:23][CH2:24][OH:25])[n:3][c:4]([NH:14][c:15]2[cH:16][c:17]([F:21])[cH:18][cH:19][cH:20]2)[c:5]2[n:6][cH:7][n:8]([CH:11]([CH3:12])[CH3:13])[c:9]2[n:10]1. Reactants: C(C)(C)(C)OC(=O)N1CC2=CC=CC(=C2CC1)OC1=C(C=CC(=C1)Cl)[N+](=O)[O-] (2-tert-butoxycarbonyl-5-(5-chloro-2-nitrophenoxy)-1,2,3,4-tetrahydroisoquinoline). The reagents and catalysts are [C].[Pd] (carbon palladium). Run in C(C)(=O)OCC (ethyl acetate). Product: NC1=C(OC2=C3CCN(CC3=CC=C2)C(=O)OC(C)(C)C)C=C(C=C1)Cl (5-(2-amino-5-chlorophenoxy)-2-tert-butoxycarbonyl-1,2,3,4-tetrahydroisoquinoline). The yield is 74.9%. Reaction SMILES: [C:1]([O:5][C:6]([N:8]1[CH2:17][CH2:16][C:15]2[C:10](=[CH:11][CH:12]=[CH:13][C:14]=2[O:18][C:19]2[CH:24]=[C:23]([Cl:25])[CH:22]=[CH:21][C:20]=2[N+:26]([O-])=O)[CH2:9]1)=[O:7])([CH3:4])([CH3:3])[CH3:2]>[C].[Pd].C(OCC)(=O)C>[NH2:26][C:20]1[CH:21]=[CH:22][C:23]([Cl:25])=[CH:24][C:19]=1[O:18][C:14]1[CH:13]=[CH:12][CH:11]=[C:10]2[C:15]=1[CH2:16][CH2:17][N:8]([C:6]([O:5][C:1]([CH3:3])([CH3:4])[CH3:2])=[O:7])[CH2:9]2 |f:1.2|. Reported procedure: 5% carbon-palladium (1.3 g) was added to an ethyl acetate (100 ml) solution of 2-tert-butoxycarbonyl-5-(5-chloro-2-nitrophenoxy)-1,2,3,4-tetrahydroisoquinoline (4.25 g, 10.5 mmols). The resulting mixture was hydrogenated at room temperature under atmospheric pressure. The catalyst was removed through filtration, and the filtrate was concentrated under reduced pressure. The residue was purified through silica gel column chromatography to give an oil of 5-(2-amino-5-chlorophenoxy)-2-tert-butoxycar... Reactants: N,N-dicyclohexylcarbodiimide, CC1CC[C@@H]([C@H](C1)O)C(C)C ((+)-menthol), O=C(/C=C/C(=O)O)C1=CC=CC=C1 ((E)-4-oxo-4-phenyl-2-butenoic acid), C(Cl)(Cl)Cl (chloroform). Reagents/catalysts: CN(C1=CC=NC=C1)C (4-dimethylaminopyridine). Solvent: ClCCl (dichloromethane), ClCCl (dichloromethane). Run at temperature 0 celsius, time 30 minute. The product is C1(CC(C(CC1)C(C)C)OC(\C=C\C(C1=CC=CC=C1)=O)=O)C ((+)-Menthyl-(E)-4-oxo-4-phenyl-2-butenoate). RXN SMILES: [CH3:1][CH:2]1[CH2:7][C@H:6]([OH:8])[C@@H:5]([CH:9]([CH3:11])[CH3:10])[CH2:4][CH2:3]1.[O:12]=[C:13]([C:19]1[CH:24]=[CH:23][CH:22]=[CH:21][CH:20]=1)/[CH:14]=[CH:15]/[C:16](O)=[O:17].C(Cl)(Cl)Cl>CN(C)C1C=CN=CC=1.ClCCl>[CH:2]1([CH3:1])[CH2:3][CH2:4][CH:5]([CH:9]([CH3:11])[CH3:10])[CH:6]([O:8][C:16](=[O:17])/[CH:15]=[CH:14]/[C:13](=[O:12])[C:19]2[CH:24]=[CH:23][CH:22]=[CH:21][CH:20]=2)[CH2:7]1. Procedure details: 4.43 g (0.028 mole) of (+)-menthol and 0.34 g (0.003 mole) of 4-dimethylaminopyridine are added to a solution of 5.0 g (0.028 mole) of (E)-4-oxo-4-phenyl-2-butenoic acid in 60 ml of anhydrous dichloromethane. After cooling the solution to 0° C., a solution of 5.86 g (0.028 mole) of N,N-dicyclohexylcarbodiimide in 20 ml of anhydrous dichloromethane is added. The mixture is stirred at 0° C. for 30 minutes, then at room temperature for one hour. The reaction mixture is worked up as described in Exa... The reactants are CC(C)([O-])C.[Na+] (sodium tert-butoxide), CC(C)OC1=C(C(=CC=C1)OC(C)C)C2=CC=CC=C2P(C3CCCCC3)C4CCCCC4 (ruphos), ClC1=C(C(=NC2=CC(=CC=C12)F)C1=NC=CC=C1)C (4-chloro-7-fluoro-3-methyl-2-(pyridin-2-yl)-quinoline), N1(CCOCC1)C1=CC=C2C(=C1)NCC21CS(C1)(=O)=O (6-(4-morpholinyl)-1,2-dihydrospiro[indole-3,3′-thietane]1′,1′-dioxide). Reagents/catalysts: CC(C)C1=CC(=C(C(=C1)C(C)C)C2=C(C=CC=C2)P(C3CCCCC3)C4CCCCC4)C(C)C (XPhos). The solvent is C1(=CC=CC=C1)C (toluene). Run at temperature 100 celsius, time 1 hour. The product is FC1=CC=C2C(=C(C(=NC2=C1)C1=NC=CC=C1)C)N1CC2(CS(C2)(=O)=O)C2=CC=C(C=C12)N1CCOCC1 (1-(7-fluoro-3-methyl-2-(2-pyridinyl)-4-quinolinyl)-6-(4-morpholinyl)-1,2-dihydrospiro[indole-3,3′-thietane]1′,1′-dioxide). As a reaction SMILES: CC(C)([O-])C.[Na+].CC(OC1C=CC=C(OC(C)C)C=1C1C(P(C2CCCCC2)C2CCCCC2)=CC=CC=1)C.Cl[C:41]1[C:50]2[C:45](=[CH:46][C:47]([F:51])=[CH:48][CH:49]=2)[N:44]=[C:43]([C:52]2[CH:57]=[CH:56][CH:55]=[CH:54][N:53]=2)[C:42]=1[CH3:58].[N:59]1([C:65]2[CH:70]=[C:69]3[NH:71][CH2:72][C:73]4([CH2:76][S:75](=[O:78])(=[O:77])[CH2:74]4)[C:68]3=[CH:67][CH:66]=2)[CH2:64][CH2:63][O:62][CH2:61][CH2:60]1>CC(C1C=C(C(C)C)C(C2C=CC=CC=2P(C2CCCCC2)C2CCCCC2)=C(C(C)C)C=1)C.C1(C)C=CC=CC=1>[F:51][C:47]1[CH:46]=[C:45]2[C:50]([C:41]([N:71]3[C:69]4[C:68](=[CH:67][CH:66]=[C:65]([N:59]5[CH2:60][CH2:61][O:62][CH2:63][CH2:64]5)[CH:70]=4)[C:73]4([CH2:74][S:75](=[O:77])(=[O:78])[CH2:76]4)[CH2:72]3)=[C:42]([CH3:58])[C:43]([C:52]3[CH:57]=[CH:56][CH:55]=[CH:54][N:53]=3)=[N:44]2)=[CH:49][CH:48]=1 |f:0.1|. Procedure details: To a microwave vial was added sodium tert-butoxide (0.017 g, 0.177 mmol), ruphos (4.12 mg, 8.83 μmol), 4-chloro-7-fluoro-3-methyl-2-(pyridin-2-yl)-quinoline (0.025 g, 0.093 mmol), 6-(4-morpholinyl)-1,2-dihydrospiro[indole-3,3′-thietane]1′,1′-dioxide (0.026 g, 0.088 mmol), and XPhos pre-catalyst (6.5 mg, 8.8 mmol) in toluene (0.6 mL). The suspension was deoxygenated with argon for 5 min then stirred at 100° C. for 1 h under microwave irradiation. Purification by column chromatography (eluting wit... The reactants are [BH4-], N#Cc1ccc(-c2csc(NC(=O)C3CCCN3C(=O)OCc3ccccc3)n2)cc1, CCO, [Na+]. Product: NCc1ccc(-c2csc(NC(=O)C3CCCN3C(=O)OCc3ccccc3)n2)cc1. Reaction SMILES: [BH4-:32].[CH2:1]([c:2]1[cH:3][cH:4][cH:5][cH:6][cH:7]1)[O:8][C:9](=[O:10])[N:11]1[CH:12]([C:16]([NH:17][c:18]2[s:19][cH:20][c:21](-[c:23]3[cH:24][cH:25][c:26]([C:29]#[N:30])[cH:27][cH:28]3)[n:22]2)=[O:31])[CH2:13][CH2:14][CH2:15]1.[CH3:34][CH2:35][OH:36].[Na+:33]>>[CH2:1]([c:2]1[cH:3][cH:4][cH:5][cH:6][cH:7]1)[O:8][C:9](=[O:10])[N:11]1[CH:12]([C:16]([NH:17][c:18]2[s:19][cH:20][c:21](-[c:23]3[cH:24][cH:25][c:26]([CH2:29][NH2:30])[cH:27][cH:28]3)[n:22]2)=[O:31])[CH2:13][CH2:14][CH2:15]1.